Dataset: the Open Reaction Database (ORD), a public repository of structured organic reaction records. Task: describe an organic reaction: reactants, conditions, products, and yield Reactants: CCOC(=O)C1CCOc2c1cc(Cl)c(Oc1ccc(C(=O)OC(C)(C)C)cc1)c2Cl, ClCCl, O=C(O)C(F)(F)F. Yields the product CCOC(=O)C1CCOc2c1cc(Cl)c(Oc1ccc(C(=O)O)cc1)c2Cl. As a reaction SMILES: [C:1]([CH3:2])([CH3:3])([CH3:4])[O:5][C:6](=[O:7])[c:8]1[cH:9][cH:10][c:11]([O:12][c:13]2[c:14]([Cl:29])[cH:15][c:16]3[c:21]([c:22]2[Cl:23])[O:20][CH2:19][CH2:18][CH:17]3[C:24](=[O:25])[O:26][CH2:27][CH3:28])[cH:30][cH:31]1.[Cl:39][CH2:40][Cl:41].[OH:32][C:33]([C:34]([F:35])([F:36])[F:37])=[O:38]>>[O:5]=[C:6]([OH:7])[c:8]1[cH:9][cH:10][c:11]([O:12][c:13]2[c:14]([Cl:29])[cH:15][c:16]3[c:21]([c:22]2[Cl:23])[O:20][CH2:19][CH2:18][CH:17]3[C:24](=[O:25])[O:26][CH2:27][CH3:28])[cH:30][cH:31]1. The reactants are CCOC(=O)c1nc2ccc(Cl)cc2n1Cc1ccccc1, Cc1ccccc1, CO, Nc1ccc2c(ccn2CCCn2ccnc2)c1. Product: O=C(Nc1ccc2c(ccn2CCCn2ccnc2)c1)c1nc2ccc(Cl)cc2n1Cc1ccccc1. As a reaction SMILES: [CH2:1]([c:2]1[cH:3][cH:4][cH:5][cH:6][cH:7]1)[n:8]1[c:9]([C:18]([O:20][CH2:19][CH3:21])=[O:22])[n:10][c:11]2[c:12]1[cH:13][c:14]([Cl:17])[cH:15][cH:16]2.[CH3:41][c:42]1[cH:43][cH:44][cH:45][cH:46][cH:47]1.[CH3:48][OH:49].[n:23]1([CH2:28][CH2:29][CH2:30][n:31]2[cH:32][cH:33][c:34]3[cH:35][c:36]([NH2:40])[cH:37][cH:38][c:39]23)[cH:24][n:25][cH:26][cH:27]1>>[CH2:1]([c:2]1[cH:3][cH:4][cH:5][cH:6][cH:7]1)[n:8]1[c:9]([C:18](=[O:20])[NH:40][c:36]2[cH:35][c:34]3[cH:33][cH:32][n:31]([CH2:30][CH2:29][CH2:28][n:23]4[cH:24][n:25][cH:26][cH:27]4)[c:39]3[cH:38][cH:37]2)[n:10][c:11]2[c:12]1[cH:13][c:14]([Cl:17])[cH:15][cH:16]2. Reactants: N (ammonia), ClCCCI (1-chloro-3-iodo-propane), [NH4+].[Cl-] (NH4Cl), CC1(OCCO1)CCC#C (2-methyl-2-(3-butynyl)-1,3-dioxolane). Solvent: [NH2-].[Li+] (lithium amide). Run at temperature -30 celsius, time 45 minute. The product is CC1(OCCO1)CCC#CCCCCl (2-methyl-2-(7-chloro-3-heptynyl)-1,3-dioxolane). Yield: 89.5%. Reaction SMILES: [CH3:1][C:2]1([CH2:7][CH2:8][C:9]#[CH:10])[O:6][CH2:5][CH2:4][O:3]1.[Cl:11][CH2:12][CH2:13][CH2:14]I.[NH4+].[Cl-].N>[NH2-].[Li+]>[CH3:1][C:2]1([CH2:7][CH2:8][C:9]#[C:10][CH2:14][CH2:13][CH2:12][Cl:11])[O:6][CH2:5][CH2:4][O:3]1 |f:2.3,5.6|. Procedure: A solution of lithium amide (prepared from 3.5 g-atoms of lithium in 500 ml liquid NH2) was stirred at -30° C. while 2-methyl-2-(3-butynyl)-1,3-dioxolane (70.0 g, 0.5 mol) was added thereto dropwise over a 45 minute period. The solution was allowed to stir at -30° C. for 1 hour and subsequently cooled to -60° C.; 1-chloro-3-iodo-propane (103 g, 0.5 mol) then was added dropwise over a 30 minute period. After the addition was completed, the reaction was stirred at -30° C. for 4 hours. Solid NH4Cl ...